From a dataset of the Open Reaction Database (ORD), a public repository of structured organic reaction records. describe an organic reaction: reactants, conditions, products, and yield Reactants: C1(=CC=CC=C1)CCCCC1=CC=C(OC2C(NC(C2)C(=O)OC)=O)C=C1 (methyl 3-[4-(4-phenylbutyl)phenoxy]-2-pyrrolidone-5-carboxylate), [OH-].[Li+] (lithium hydroxide), Cl (HCl). Solvent: O (water), O1CCCC1 (tetrahydrofuran), O (water). Reaction conditions: temperature 60 celsius, time 4 hour. The product is C1(=CC=CC=C1)CCCCC1=CC=C(OC(C[C@H](N)C(=O)O)C(=O)O)C=C1 (4-(4-(4-phenylbutyl)phenoxy) glutamic acid). The yield is 28.3%. As a reaction SMILES: [OH-:1].[Li+].[C:3]1([CH2:9][CH2:10][CH2:11][CH2:12][C:13]2[CH:29]=[CH:28][C:16]([O:17][CH:18]3[CH2:22][CH:21]([C:23]([O:25]C)=[O:24])[NH:20][C:19]3=[O:27])=[CH:15][CH:14]=2)[CH:8]=[CH:7][CH:6]=[CH:5][CH:4]=1.Cl>O.O1CCCC1>[C:3]1([CH2:9][CH2:10][CH2:11][CH2:12][C:13]2[CH:29]=[CH:28][C:16]([O:17][CH:18]([C:19]([OH:1])=[O:27])[CH2:22][C@@H:21]([C:23]([OH:25])=[O:24])[NH2:20])=[CH:15][CH:14]=2)[CH:8]=[CH:7][CH:6]=[CH:5][CH:4]=1 |f:0.1|. Procedure: A mixture of lithium hydroxide (0.072 g) in water (0.9 ml) and tetrahydrofuran (2.9 ml) was treated with methyl 3-[4-(4-phenylbutyl)phenoxy]-2-pyrrolidone-5-carboxylate (0.370 g), and heated to 60° C. After about 4.0 hours, the reaction mixture was allowed to cool to room temperature. After approximately 2.25 hours at room temperature, the reaction mixture was treated with 5N HCl (604 ml). The resulting biphasic solution was cooled to 5° C. for approximately 18 hours. The biphasic solution was t... Reactants: COc1cc2nccc(Oc3ccc(N)c(C)c3C)c2cc1OC, CO, ClC(Cl)Cl, Cc1ccccc1N=C=O. Yields the product COc1cc2nccc(Oc3ccc(NC(=O)Nc4ccccc4C)c(C)c3C)c2cc1OC. RXN SMILES: [CH3:1][O:2][c:3]1[cH:4][c:5]2[c:6]([O:15][c:16]3[c:17]([CH3:24])[c:18]([CH3:23])[c:19]([NH2:20])[cH:21][cH:22]3)[cH:7][cH:8][n:9][c:10]2[cH:11][c:12]1[O:13][CH3:14].[CH3:35][OH:36].[CH:37]([Cl:38])([Cl:39])[Cl:40].[c:25]1([CH3:34])[c:26]([N:31]=[C:32]=[O:33])[cH:27][cH:28][cH:29][cH:30]1>>[CH3:1][O:2][c:3]1[cH:4][c:5]2[c:6]([O:15][c:16]3[c:17]([CH3:24])[c:18]([CH3:23])[c:19]([NH:20][C:32]([NH:31][c:26]4[c:25]([CH3:34])[cH:30][cH:29][cH:28][cH:27]4)=[O:33])[cH:21][cH:22]3)[cH:7][cH:8][n:9][c:10]2[cH:11][c:12]1[O:13][CH3:14]. Reactants: C(CCC)OC(=O)C=1N=CC2=CC(=CC=C2C1O)OC1=CC=CC=C1 (4-hydroxy-7-phenoxy-isoquinoline-3-carboxylic acid butyl ester), N[C@H](C)C(=O)O (D-alanine). Product: OC1=C(N=CC2=CC(=CC=C12)OC1=CC=CC=C1)C(=O)N[C@@H](C(=O)O)C (2-(R)-[(4-Hydroxy-7-phenoxy-isoquinoline-3-carbonyl)-amino]-propionic acid). As a reaction SMILES: C(O[C:6]([C:8]1[N:9]=[CH:10][C:11]2[C:16]([C:17]=1[OH:18])=[CH:15][CH:14]=[C:13]([O:19][C:20]1[CH:25]=[CH:24][CH:23]=[CH:22][CH:21]=1)[CH:12]=2)=[O:7])CCC.[NH2:26][C@@H:27]([C:29]([OH:31])=[O:30])[CH3:28]>>[OH:18][C:17]1[C:16]2[C:11](=[CH:12][C:13]([O:19][C:20]3[CH:21]=[CH:22][CH:23]=[CH:24][CH:25]=3)=[CH:14][CH:15]=2)[CH:10]=[N:9][C:8]=1[C:6]([NH:26][C@H:27]([CH3:28])[C:29]([OH:31])=[O:30])=[O:7]. Reported procedure: Prepared in analogy to Example A-63 g) by reacting 4-hydroxy-7-phenoxy-isoquinoline-3-carboxylic acid butyl ester with D-alanine at the reflux condition for 5 days. MS-(−)-ion: M−1=351.1.